This data is from the Open Reaction Database (ORD), a public repository of structured organic reaction records. The task is: describe an organic reaction: reactants, conditions, products, and yield The product is ClC1=C(C=C(C=C1)/C=C/C(=O)OCC)F ((E)-ethyl 3-(4-chloro-3-fluorophenyl)acrylate). RXN SMILES: [Cl:1][C:2]1[CH:7]=[CH:6][C:5](/[CH:8]=[CH:9]/[C:10]([OH:12])=[O:11])=[CH:4][C:3]=1[F:13].Cl[Si](C)(C)C.[CH2:19](O)[CH3:20]>>[Cl:1][C:2]1[CH:7]=[CH:6][C:5](/[CH:8]=[CH:9]/[C:10]([O:12][CH2:19][CH3:20])=[O:11])=[CH:4][C:3]=1[F:13]. Run at time 20 hour. Starting materials: ClC1=C(C=C(C=C1)/C=C/C(=O)O)F ((E)-3-(4-Chloro-3-fluorophenyl)acrylic acid), Cl[Si](C)(C)C (chlorotrimethylsilane), C(C)O (ethanol). Reported procedure: (E)-3-(4-Chloro-3-fluorophenyl)acrylic acid (17.3 g, 86.24 mmol) was suspended in ethanol (200 mL), and chlorotrimethylsilane (24.00 mL, 189.7 mmol) was added. The mixture was then agitated for 20 hours and evaporated, to give (E)-ethyl 3-(4-chloro-3-fluorophenyl)acrylate (19.65 g, 85.94 mmol, 99.65% yield) as an oil, which solidified later. Isolated yield 99.7%. The reactants are C1OC=2C=C3CCC(CC3=CC2O1)=O (6,7-methylenedioxy-2-tetralone), N1=C(N=CC=C1)N1CCNCC1 (1-(2-pyrimidinyl) piperazine), C=1(C(=CC=CC1)S(=O)(=O)O)C (toluenesulphonic acid). Run in C1(=CC=CC=C1)C (toluene). Yields the product C1OC=2C=C3CCC(=CC3=CC2O1)N1CCN(CC1)C1=NC=CC=N1 (1-(6,7-methylenedioxy-3,4-dihydro-2-naphthyl)-4-(2-pyrimidinyl) piperazine). Yield: 95.2%. RXN SMILES: [CH2:1]1[O:13][C:12]2[CH:11]=[C:10]3[C:5]([CH2:6][CH2:7][C:8](=O)[CH2:9]3)=[CH:4][C:3]=2[O:2]1.[N:15]1[CH:20]=[CH:19][CH:18]=[N:17][C:16]=1[N:21]1[CH2:26][CH2:25][NH:24][CH2:23][CH2:22]1.C1(C)C(S(O)(=O)=O)=CC=CC=1>C1(C)C=CC=CC=1>[CH2:1]1[O:13][C:12]2[CH:11]=[C:10]3[C:5]([CH2:6][CH2:7][C:8]([N:24]4[CH2:25][CH2:26][N:21]([C:16]5[N:15]=[CH:20][CH:19]=[CH:18][N:17]=5)[CH2:22][CH2:23]4)=[CH:9]3)=[CH:4][C:3]=2[O:2]1. Reported procedure: A solution of 3.8 g of 6,7-methylenedioxy-2-tetralone and 3.3 g of 1-(2-pyrimidinyl) piperazine in 100 ml of anhydrous toluene was boiled for 30 minutes in the presence of 100 mg of p.toluenesulphonic acid, in a Dean and Stark apparatus. When the theoretical quantity of water was collected, the solution was cooled and washed with twice 20 ml of water. The solution was then decanted off, and the solvent was evaporated under reduced pressure. The residue was taken up with petroleum ether, and ther... Starting materials: P(O)(O)(O)=O (phosphoric acid), oxide, C(C(=O)O)(=O)O (oxalic acid), [P] (phosphorus), [V] (vanadium), [O-2].[O-2].[O-2].[O-2].[O-2].[V+5].[V+5] (vanadium pentoxide). Solvent: O (water), O (water). Conditions: temperature 80 celsius, time 10 minute. Product: [OH-].[OH-].[OH-].[OH-].[OH-].[O-2].[O-2].[O-2].[O-2].[O-2].[O-]P(=O)([O-])[O-].[O-]P(=O)([O-])[O-].[O-]P(=O)([O-])[O-].[O-]P(=O)([O-])[O-].[O-]P(=O)([O-])[O-].[V].[V].[V].[V].[V].[V] (vanadyl phosphate). Reaction SMILES: [P].[V:2].[P:3](=[O:7])([OH:6])([OH:5])[OH:4].C(O)(=O)C(O)=[O:10].[O-2:14].[O-2].[O-2].[O-2].[O-2].[V+5].[V+5]>O>[OH-:4].[OH-:10].[OH-:14].[OH-:4].[OH-:4].[O-2:4].[O-2:4].[O-2:4].[O-2:4].[O-2:4].[O-:5][P:3]([O-:7])([O-:6])=[O:4].[O-:5][P:3]([O-:7])([O-:6])=[O:4].[O-:5][P:3]([O-:7])([O-:6])=[O:4].[O-:5][P:3]([O-:7])([O-:6])=[O:4].[O-:5][P:3]([O-:7])([O-:6])=[O:4].[V:2].[V:2].[V:2].[V:2].[V:2].[V:2] |f:4.5.6.7.8.9.10,12.13.14.15.16.17.18.19.20.21.22.23.24.25.26.27.28.29.30.31.32|. Procedure details: As an example of a starting material suitable for an amorphous complex oxide containing phosphorus and vanadium as the major constituents, a vanadyl phosphate solution was prepared. In 3.0 kg of deionized water, 2.956 kg of 85% phosphoric acid was dissolved, and 2.55 kg of oxalic acid (H2C2O4.2H2O) was further added and dissolved under heating. The solution was heated to 80° C., and 1.842 kg of vanadium pentoxide was gradually added and dissolved while paying a careful attention to the generatio... Reactants: S(=O)(=O)([O-])OOS(=O)(=O)[O-].[NH4+].[NH4+] (ammonium persulfate), CO (methanol), CC=1C=[N+](C=C(C1OCC(C(F)(F)F)(F)F)C)[O-] (3,5-dimethyl-4-(2,2,3,3,3-pentafluoropropoxy)pyridine-1-oxide), S(=O)(=O)(OC)OC (dimethyl sulfate), CO (methanol). Run in O (water). Reaction conditions: temperature 120 celsius, time 30 minute. Product: CC=1C(=NC=C(C1OCC(C(F)(F)F)(F)F)C)CO (3,5-dimethyl-2-hydroxymethyl-4-(2,2,3,3,3pentafluoropropoxy)pyridine). RXN SMILES: [CH3:1][C:2]1[CH:3]=[N+:4]([O-])[CH:5]=[C:6]([CH3:17])[C:7]=1[O:8][CH2:9][C:10]([F:16])([F:15])[C:11]([F:14])([F:13])[F:12].S(OC)([O:22][CH3:23])(=O)=O.CO.S(OOS([O-])(=O)=O)([O-])(=O)=O.[NH4+].[NH4+]>O>[CH3:1][C:2]1[C:3]([CH2:23][OH:22])=[N:4][CH:5]=[C:6]([CH3:17])[C:7]=1[O:8][CH2:9][C:10]([F:16])([F:15])[C:11]([F:14])([F:13])[F:12] |f:3.4.5|. Procedure: A mixture of 3,5-dimethyl-4-(2,2,3,3,3-pentafluoropropoxy)pyridine-1-oxide (2.5 g) and dimethyl sulfate (1 ml) was heated at 120° C. for 30 minutes and methanol (12.5 ml) was added, after which a solution of ammonium persulfate (4.3 g) in water (20 ml)-methanol (10 ml) was added dropwise at 80° C. over a period of 30 minutes and the mixture was stirred for 30 minutes. After concentration, ice was added and the mixture was neutralized with sodium carbonate, and then was extracted with chloroform.... The reactants are COCCl, Cc1c(Cl)cc(Cl)cc1OC(F)(F)F, O, O=S(=O)(O)O. Yields the product Cc1c(OC(F)(F)F)cc(Cl)c(CCl)c1Cl. RXN SMILES: [CH3:15][O:16][CH2:17][Cl:18].[Cl:1][c:2]1[cH:3][c:4]([Cl:14])[c:5]([CH3:13])[c:6]([O:8][C:9]([F:10])([F:11])[F:12])[cH:7]1.[OH2:24].[S:19](=[O:20])(=[O:21])([OH:22])[OH:23]>>[Cl:1][c:2]1[c:3]([CH2:17][Cl:18])[c:4]([Cl:14])[c:5]([CH3:13])[c:6]([O:8][C:9]([F:10])([F:11])[F:12])[cH:7]1.